describe an organic reaction: reactants, conditions, products, and yield From a dataset of the Open Reaction Database (ORD), a public repository of structured organic reaction records. Procedure details: Ethyl 2-oxo-3,3a,4,8b-tetrahydroindeno[1,2-b]pyrrole-1-carboxylate (200 mg, 0.81 mmol) was dissolved in tetrahydrofuran (8 mL) was cooled to −78° C. Then, lithium bis(trimethylsilyl)amide (1 mol/L in THF, 1.22 mL, 1.22 mmol) was added. After 1 h at −78° C., ethyl formate (0.198 mL, 2.446 mmol) was added. The mixture was stirred for another 30 min and then allowed to warm to room temperature. After another 30 min, water was added. The mixture was extracted with diethylether, the pH of the aqueous... Product: O\C=C\1/C2C(N(C1=O)C(=O)OCC)C1=CC=CC=C1C2 (ethyl (3E)-3-(hydroxymethylene)-2-oxo-4,8b-dihydro-3aH-indeno[1,2-b]pyrrole-1-carboxylate). Reaction SMILES: [O:1]=[C:2]1[N:6]([C:7]([O:9][CH2:10][CH3:11])=[O:8])[CH:5]2[C:12]3[C:17]([CH2:18][CH:4]2[CH2:3]1)=[CH:16][CH:15]=[CH:14][CH:13]=3.C[Si]([N-][Si](C)(C)C)(C)C.[Li+].[CH:29](OCC)=[O:30].O>O1CCCC1>[OH:30]/[CH:29]=[C:3]1\[CH:4]2[CH2:18][C:17]3[C:12](=[CH:13][CH:14]=[CH:15][CH:16]=3)[CH:5]2[N:6]([C:7]([O:9][CH2:10][CH3:11])=[O:8])[C:2]\1=[O:1] |f:1.2|. Conditions: temperature -78 celsius, time 1 hour. The reactants are O (water), O=C1CC2C(N1C(=O)OCC)C1=CC=CC=C1C2 (Ethyl 2-oxo-3,3a,4,8b-tetrahydroindeno[1,2-b]pyrrole-1-carboxylate), C(=O)OCC (ethyl formate), C[Si](C)(C)[N-][Si](C)(C)C.[Li+] (lithium bis(trimethylsilyl)amide). Solvent: O1CCCC1 (tetrahydrofuran).